From a dataset of the Open Reaction Database (ORD), a public repository of structured organic reaction records. describe an organic reaction: reactants, conditions, products, and yield Starting materials: [O-]Br, C=CC(=O)OCC1(CC)COC(=O)N1, [Na+]. Product: C=CC(=O)OCC1(CC)COC(=O)N1Br. RXN SMILES: [Br:15][O-:16].[C:1]([CH:2]=[CH2:3])(=[O:4])[O:5][CH2:6][C:7]1([CH2:13][CH3:14])[NH:8][C:9](=[O:12])[O:10][CH2:11]1.[Na+:17]>>[C:1]([CH:2]=[CH2:3])(=[O:4])[O:5][CH2:6][C:7]1([CH2:13][CH3:14])[N:8]([Br:15])[C:9](=[O:12])[O:10][CH2:11]1. Reactants: O=C(O)c1ccc(C2CC2)c(OCC2CC2)n1, CCC(N)(CC)C(=O)NC. The product is CCC(CC)(NC(=O)c1ccc(C2CC2)c(OCC2CC2)n1)C(=O)NC. Reaction SMILES: [CH:1]1([c:4]2[cH:5][cH:6][c:7]([C:15](=[O:16])[OH:17])[n:8][c:9]2[O:10][CH2:11][CH:12]2[CH2:13][CH2:14]2)[CH2:2][CH2:3]1.[NH2:18][C:19]([C:20](=[O:21])[NH:22][CH3:23])([CH2:24][CH3:25])[CH2:26][CH3:27]>>[CH:1]1([c:4]2[cH:5][cH:6][c:7]([C:15](=[O:17])[NH:18][C:19]([C:20](=[O:21])[NH:22][CH3:23])([CH2:24][CH3:25])[CH2:26][CH3:27])[n:8][c:9]2[O:10][CH2:11][CH:12]2[CH2:13][CH2:14]2)[CH2:2][CH2:3]1. Reactants: intermediate 1.2, N([C@@H](CCC(OC(C)(C)C)=O)C(=O)O)C(=O)OCC1=CC=CC=C1 (Z-(L)Glu(OtBu)-OH), CCN=C=NCCCN(C)C.Cl (EDCI hydrochloride), C1=CC=C2C(=C1)N=NN2O.O (HOBT hydrate), CCN(C(C)C)C(C)C (DIPEA), C(Cl)Cl.C1CCOC1 (DCM THF). The solvent is O (water), C(Cl)Cl (DCM). Reaction conditions: time 5 minute. Product: C(CCC)OC(=O)N1CCN(CC1)C([C@H](CCC(=O)OC(C)(C)C)NC(=O)OCC1=CC=CC=C1)=O (4-((S)-2-benzyloxycarbonylamino-4-tert-butoxycarbonyl-butyryl)-piperazine-1-carboxylic acid butyl ester). RXN SMILES: [NH:1]([C:15]([O:17][CH2:18][C:19]1[CH:24]=[CH:23][CH:22]=[CH:21][CH:20]=1)=[O:16])[C@H:2]([C:12]([OH:14])=O)[CH2:3][CH2:4][C:5](=[O:11])[O:6][C:7]([CH3:10])([CH3:9])[CH3:8].CCN=C=NC[CH2:31][CH2:32][N:33]([CH3:35])[CH3:34].Cl.C1C=[C:41]2[N:43]=NN(O)C2=CC=1.[OH2:47].CCN(C(C)C)C(C)C.C(Cl)Cl.[CH2:60]1[CH2:64][O:63][CH2:62][CH2:61]1>O.C(Cl)Cl>[CH2:62]([O:63][C:35]([N:33]1[CH2:32][CH2:31][N:43]([C:12](=[O:14])[C@@H:2]([NH:1][C:15]([O:17][CH2:18][C:19]2[CH:24]=[CH:23][CH:22]=[CH:21][CH:20]=2)=[O:16])[CH2:3][CH2:4][C:5]([O:6][C:7]([CH3:8])([CH3:9])[CH3:10])=[O:11])[CH2:41][CH2:34]1)=[O:47])[CH2:61][CH2:60][CH3:64] |f:1.2,3.4,6.7|. Procedure: To a solution of Z-(L)Glu(OtBu)-OH (25.2 g) in DCM/THF (240 mL/60 mL) were added EDCI hydrochloride (17.2 g), HOBT hydrate (13.7 g) and DIPEA (28.2 mL). After stirring at RT for 5 min, intermediate 1.2 (20 g) was added. The mixture was stirred at RT overnight. DCM and water were added and the phases were separated. The org. phase was washed with 2M Na2CO3, with 1M NaHSO4 and with brine, was dried (Na2SO4) and evaporated off. Drying under HV gave the desired compound as an orange oil (40 g). Starting materials: [N+](=O)([O-])C1=C2C=COC(C2=CC=C1)=O (5-nitro-isochromen-1-one), CO (methanol), Cl.NCC(=O)N (glycinamide hydrochloride), C(C)[Al](CC)CC (triethylaluminum). Conditions: temperature 85 celsius. The product is [N+](=O)([O-])C1=C2C=CN(C(C2=CC=C1)=O)CC(=O)N (2-(5-Nitro-1-oxoisoquinolin-2(1H)-yl)acetamide). Reaction SMILES: [N+:1]([C:4]1[CH:13]=[CH:12][CH:11]=[C:10]2[C:5]=1[CH:6]=[CH:7]O[C:9]2=[O:14])([O-:3])=[O:2].CO.Cl.[NH2:18][CH2:19][C:20]([NH2:22])=[O:21].C([Al](CC)CC)C>>[N+:1]([C:4]1[CH:13]=[CH:12][CH:11]=[C:10]2[C:5]=1[CH:6]=[CH:7][N:18]([CH2:19][C:20]([NH2:22])=[O:21])[C:9]2=[O:14])([O-:3])=[O:2] |f:2.3|. Procedure: A round bottom flask was charged with 5-nitro-isochromen-1-one (2.5 g, 0.013 mol), methanol (50 mL, 1 mol), glycinamide hydrochloride (3.0 g, 0.027 mol) and triethylaluminum (4.4 mL, 0.033 mol) and heated at 85° C. for 3 hours. The solvent was removed under reduced pressure to get the product as a yellow solid. MS m/z=248.2 (M+H). Starting materials: CC(CC(C)=O)=O (2,4-pentanedione), BrC=1C=C(C=O)C=CC1S(=O)(=O)C (3-bromo-4-methylsulfonylbenzaldehyde), N1CCCCC1 (piperidine), C(=O)O (formic acid). Solvent: CN(C)C=O (DMF), O (water). Run at temperature 20 celsius. Product: BrC=1C=C(C=CC1S(=O)(=O)C)C=C(C(C)=O)C(C)=O (3-{[3-Bromo-4-(methylsulfonyl)-phenyl]methylene}-2,4-pentanedione). RXN SMILES: [Br:1][C:2]1[CH:3]=[C:4]([CH:7]=[CH:8][C:9]=1[S:10]([CH3:13])(=[O:12])=[O:11])[CH:5]=O.N1CCCCC1.C(O)=O.[CH3:23][C:24](=[O:29])[CH2:25][C:26](=[O:28])[CH3:27]>CN(C=O)C.O>[Br:1][C:2]1[CH:3]=[C:4]([CH:5]=[C:25]([C:24](=[O:29])[CH3:23])[C:26](=[O:28])[CH3:27])[CH:7]=[CH:8][C:9]=1[S:10]([CH3:13])(=[O:12])=[O:11]. Procedure: To a solution containing 0.68 g 3-bromo-4-methylsulfonylbenzaldehyde, 0.03 ml piperidine and 0.02 ml formic acid in 20 ml DMF was added 0.59 ml 2,4-pentanedione with stirring at 20° C. The solution was stirred overnight at 20° C. and poured into water. The product was extracted with ethyl acetate, washed with water and evaporated to dryness in vacuo. The residue was crystallized from methanol, yield 0.18 g (20%), mp 135-139° C. 1H-NMR (DMSO-d6, 400 MHz): 2.28 (s, 3 H, CH3), 2.50 (s, 3 H, CH3), 3... Starting materials: C(C)(C)(C)C1=CC=C(C=C1)S(=O)(=O)NC1=C(C=C(C=C1)Cl)C=1OC(=NN1)COC(C)C (4-tert-butyl-N-[4-chloro-2-(5-isopropoxymethyl-[1,3,4]oxadiazol-2-yl)-phenyl]-benzenesulfonamide), CN (methyl amine). Product: C(C)(C)(C)C1=CC=C(C=C1)S(=O)(=O)NC1=C(C=C(C=C1)Cl)C1=NN=C(N1C)COC(C)C (4-tert-Butyl-N-[4-chloro-2-(5-isopropoxymethyl-4-methyl-4H-[1,2,4]triazol-3-yl)-phenyl]-benzenesulfonamide). Reaction SMILES: [C:1]([C:5]1[CH:10]=[CH:9][C:8]([S:11]([NH:14][C:15]2[CH:20]=[CH:19][C:18]([Cl:21])=[CH:17][C:16]=2[C:22]2O[C:24]([CH2:27][O:28][CH:29]([CH3:31])[CH3:30])=[N:25][N:26]=2)(=[O:13])=[O:12])=[CH:7][CH:6]=1)([CH3:4])([CH3:3])[CH3:2].[CH3:32][NH2:33]>>[C:1]([C:5]1[CH:10]=[CH:9][C:8]([S:11]([NH:14][C:15]2[CH:20]=[CH:19][C:18]([Cl:21])=[CH:17][C:16]=2[C:22]2[N:33]([CH3:32])[C:24]([CH2:27][O:28][CH:29]([CH3:30])[CH3:31])=[N:25][N:26]=2)(=[O:12])=[O:13])=[CH:7][CH:6]=1)([CH3:3])([CH3:2])[CH3:4]. Procedure details: In a pressure vessel, 4-tert-butyl-N-[4-chloro-2-(5-isopropoxymethyl-[1,3,4]oxadiazol-2-yl)-phenyl]-benzenesulfonamide (71 mg, 0.15 mmol) and methyl amine (40% in H2O, 1.5 mL, 0.6 mmol) were heated at 135° C. for 18 h. The reaction was cooled to room temperature, concentrated in vacuo, and the residue purified by flash column chromatography (0-50% ethyl acetate in hexane) to yield the title compound as a white solid: MS (ES) M+H expected 477.2, found 477.1. Starting materials: C1CCOC1, CCOC(C)=O, Cc1ccccc1, CC(C)[Si](S)(C(C)C)C(C)C, CC(O)(C(=O)Nc1ccc(I)cc1Cl)C(F)(F)F, [H-], [Na+], c1ccc(P(c2ccccc2)(c2ccccc2)[Pd](P(c2ccccc2)(c2ccccc2)c2ccccc2)(P(c2ccccc2)(c2ccccc2)c2ccccc2)P(c2ccccc2)(c2ccccc2)c2ccccc2)cc1. The product is CC(C)[Si](Sc1ccc(NC(=O)C(C)(O)C(F)(F)F)c(Cl)c1)(C(C)C)C(C)C. As a reaction SMILES: [CH2:38]1[O:39][CH2:40][CH2:41][CH2:42]1.[CH3:32][CH2:33][O:34][C:35](=[O:36])[CH3:37].[CH3:43][c:44]1[cH:45][cH:46][cH:47][cH:48][cH:49]1.[CH:1]([CH3:2])([CH3:3])[Si:4]([SH:5])([CH:6]([CH3:7])[CH3:8])[CH:9]([CH3:10])[CH3:11].[Cl:14][c:15]1[c:16]([NH:22][C:23]([C:24]([C:25]([F:26])([F:27])[F:28])([CH3:29])[OH:30])=[O:31])[cH:17][cH:18][c:19]([I:21])[cH:20]1.[H-:12].[Na+:13].[cH:50]1[cH:51][cH:52][c:53]([P:54]([Pd:55]([P:56]([c:57]2[cH:58][cH:59][cH:60][cH:61][cH:62]2)([c:63]2[cH:64][cH:65][cH:66][cH:67][cH:68]2)[c:69]2[cH:70][cH:71][cH:72][cH:73][cH:74]2)([P:75]([c:76]2[cH:77][cH:78][cH:79][cH:80][cH:81]2)([c:82]2[cH:83][cH:84][cH:85][cH:86][cH:87]2)[c:88]2[cH:89][cH:90][cH:91][cH:92][cH:93]2)[P:94]([c:95]2[cH:96][cH:97][cH:98][cH:99][cH:100]2)([c:101]2[cH:102][cH:103][cH:104][cH:105][cH:106]2)[c:107]2[cH:108][cH:109][cH:110][cH:111][cH:112]2)([c:113]2[cH:114][cH:115][cH:116][cH:117][cH:118]2)[c:119]2[cH:120][cH:121][cH:122][cH:123][cH:124]2)[cH:125][cH:126]1>>[CH:1]([CH3:2])([CH3:3])[Si:4]([S:5][c:19]1[cH:18][cH:17][c:16]([NH:22][C:23]([C:24]([C:25]([F:26])([F:27])[F:28])([CH3:29])[OH:30])=[O:31])[c:15]([Cl:14])[cH:20]1)([CH:6]([CH3:7])[CH3:8])[CH:9]([CH3:10])[CH3:11]. Reactants: FC(C(=O)O)(F)F (trifluoroacetic acid), C(C)(C)(C)OC(C(N)C(=O)C=1C(=C2C(=NNC2=CC1)\C=C\C1=CC=C(C=C1)F)OC)=O ({3-[(E)-2-(4-fluorophenyl)-vinyl]-4-methoxy-1H-indazole-5-carbonyl}-aminoacetic acid tert-butyl ester), O (water). Solvent: ClCCl (dichloromethane). Reaction conditions: time 8 hour. Yields the product FC1=CC=C(C=C1)/C=C/C1=NNC2=CC=C(C(=C12)OC)C(=O)C(C(=O)O)N ({3-[(E)-2-(4-Fluorophenyl)-vinyl]-4-methoxy-1H-indazole-5-carbonyl}-aminoacetic acid). The yield is 93.7%. Reaction SMILES: C([O:5][C:6](=[O:31])[CH:7]([C:9]([C:11]1[C:12]([O:29][CH3:30])=[C:13]2[C:17](=[CH:18][CH:19]=1)[NH:16][N:15]=[C:14]2/[CH:20]=[CH:21]/[C:22]1[CH:27]=[CH:26][C:25]([F:28])=[CH:24][CH:23]=1)=[O:10])[NH2:8])(C)(C)C.FC(F)(F)C(O)=O.O>ClCCl>[F:28][C:25]1[CH:26]=[CH:27][C:22](/[CH:21]=[CH:20]/[C:14]2[C:13]3[C:17](=[CH:18][CH:19]=[C:11]([C:9]([CH:7]([NH2:8])[C:6]([OH:31])=[O:5])=[O:10])[C:12]=3[O:29][CH3:30])[NH:16][N:15]=2)=[CH:23][CH:24]=1. Procedure: 472 mg of {3-[(E)-2-(4-fluorophenyl)-vinyl]-4-methoxy-1H-indazole-5-carbonyl}-aminoacetic acid tert-butyl ester was dissolved in 5 mL of dichloromethane, 2.5 mL of trifluoroacetic acid was added, and stirred overnight at room temperature. The reaction solution was added with water, and extracted with a mixed solution of ethyl acetate:tetrahydrofuran=1:1. The organic layer was washed with saturated brine, and dried over anhydrous magnesium sulfate. The solvent was evaporated, to give 384 mg of th...